From a dataset of the Open Reaction Database (ORD), a public repository of structured organic reaction records. describe an organic reaction: reactants, conditions, products, and yield Starting materials: O=C([O-])[O-], CC1(C)OB(c2cn[nH]c2)OC1(C)C, CN(C)C(=O)CCl, [Cs+], [Cs+], CN(C)C=O, O. Product: CN(C)C(=O)Cn1cc(B2OC(C)(C)C(C)(C)O2)cn1. RXN SMILES: [C:15](=[O:16])([O-:17])[O-:18].[CH3:1][C:2]1([CH3:14])[O:3][B:4]([c:9]2[cH:10][n:11][nH:12][cH:13]2)[O:5][C:6]1([CH3:7])[CH3:8].[Cl:21][CH2:22][C:23](=[O:24])[N:25]([CH3:26])[CH3:27].[Cs+:19].[Cs+:20].[O:28]=[CH:29][N:30]([CH3:31])[CH3:32].[OH2:33]>>[CH3:1][C:2]1([CH3:14])[O:3][B:4]([c:9]2[cH:10][n:11][n:12]([CH2:22][C:23](=[O:24])[N:25]([CH3:26])[CH3:27])[cH:13]2)[O:5][C:6]1([CH3:7])[CH3:8]. Starting materials: CCOC(=O)CC(=O)OCC, N#Cc1ccc(Cl)c([N+](=O)[O-])c1, Cl, [H-], [Na+], CN(C)C=O. The product is CCOC(=O)C(C(=O)OCC)c1ccc(C#N)cc1[N+](=O)[O-]. Reaction SMILES: [C:1]([CH2:2][C:3](=[O:4])[O:5][CH2:6][CH3:7])(=[O:8])[O:9][CH2:10][CH3:11].[Cl:14][c:15]1[c:16]([N+:23](=[O:24])[O-:25])[cH:17][c:18]([C:21]#[N:22])[cH:19][cH:20]1.[ClH:26].[H-:12].[Na+:13].[O:27]=[CH:28][N:29]([CH3:30])[CH3:31]>>[C:1]([CH:2]([C:3](=[O:4])[O:5][CH2:6][CH3:7])[c:15]1[c:16]([N+:23](=[O:24])[O-:25])[cH:17][c:18]([C:21]#[N:22])[cH:19][cH:20]1)(=[O:8])[O:9][CH2:10][CH3:11]. The product is CN1C(N(C(C=2C1=CN(C2)COCC[Si](C)(C)C)=O)C)=O (1,3-Dimethyl-6-((2-(trimethylsilyl)ethoxy)methyl)-1H-pyrrolo[3,4-d]pyrimidine-2,4(3H,6H)-dione). Run in C1CCOC1 (THF). Starting materials: [H-].[Na+] (Sodium hydride), ice, NCCN1C=C2N(C(N(C(C2=C1C1=CC(=CC=C1)Cl)=O)C)=O)C (6-(2-Amino-ethyl)-5-(3-chloro-phenyl)-1,3-dimethyl-1,6-dihydro-pyrrolo[3,4-d]pyrimidine-2,4-dione), NCCN1C=C2N(C(N(C(C2=C1C1=CC(=CC=C1)Cl)=O)C)=O)C (6-(2-Amino-ethyl)-5-(3-chloro-phenyl)-1,3-dimethyl-1,6-dihydro-pyrrolo[3,4-d]pyrimidine-2,4-dione), C[Si](C)(C)CCOCCl (SEM-Cl). Reaction conditions: time 18 hour. As a reaction SMILES: [H-].[Na+].NC[CH2:5][N:6]1[C:14](C2C=CC=C(Cl)C=2)=[C:13]2[C:8]([N:9]([CH3:25])[C:10](=[O:24])[N:11]([CH3:23])[C:12]2=[O:22])=[CH:7]1.[CH3:26][Si:27]([CH2:30][CH2:31][O:32]CCl)([CH3:29])[CH3:28]>[Cl-].C([N+](CC)(CC)CC)C1C=CC=CC=1.C1COCC1>[CH3:25][N:9]1[C:8]2=[CH:7][N:6]([CH2:5][O:32][CH2:31][CH2:30][Si:27]([CH3:29])([CH3:28])[CH3:26])[CH:14]=[C:13]2[C:12](=[O:22])[N:11]([CH3:23])[C:10]1=[O:24] |f:0.1,4.5|. Reagents/catalysts: [Cl-].C(C1=CC=CC=C1)[N+](CC)(CC)CC (benzyl triethylammonium chloride). Reported procedure: Sodium hydride (60% in mineral oil, 335 mg, 8.4 mmol) was added to an ice cooled partial suspension of 1,3-dimethyl-1H-pyrrolo[3,4-d]pyrimidine-2,4(3H,6H)-dione (Intermediate B step 1) (1.00 g, 5.6 mmol), SEM-Cl (1.485 mL, 8.4 mmol) and benzyl triethylammonium chloride (76 mg, 0.34 mmol) in THF (15 mL). The mixture was allowed to reach room temperature slowly and was stirred for 18 hours. The reaction mixture was quenched cautiously with sat ammonium chloride solution (80 mL, added dropwise), th... Starting materials: Cl.CN(C)C(CC(C)C)C1(CCC1)C1=CC=C(C=C1)Cl (N,N-Dimethyl-1-[1-(4-chlorophenyl)cyclobutyl]-3-methylbutylamine hydrochloride), O (water). Product: O.Cl.CN(C)C(CC(C)C)C1(CCC1)C1=CC=C(C=C1)Cl (N,N-dimethyl-1-[1-(4-chlorophenyl)cyclobutyl]-3-methylbutylamine hydrochloride monohydrate). Reaction SMILES: Cl.[CH3:2][N:3]([CH:5]([C:10]1([C:14]2[CH:19]=[CH:18][C:17]([Cl:20])=[CH:16][CH:15]=2)[CH2:13][CH2:12][CH2:11]1)[CH2:6][CH:7]([CH3:9])[CH3:8])[CH3:4].[OH2:21]>>[OH2:21].[ClH:20].[CH3:2][N:3]([CH:5]([C:10]1([C:14]2[CH:15]=[CH:16][C:17]([Cl:20])=[CH:18][CH:19]=2)[CH2:13][CH2:12][CH2:11]1)[CH2:6][CH:7]([CH3:9])[CH3:8])[CH3:4] |f:0.1,3.4.5|. Reported procedure: N,N-Dimethyl-1-[1-(4-chlorophenyl)cyclobutyl]-3-methylbutylamine hydrochloride (0.5 g) was dissolved in boiling water (5 ml). The solution was filtered whilst hot and the filtrate cooled. The product crystallised from the cooled filtrate and was collected by filtration and dried in vacuo at ambient temperature to give N,N-dimethyl-1-[1-(4-chlorophenyl)cyclobutyl]-3-methylbutylamine hydrochloride monohydrate (m.p. 193°-195.5° C.). The reactants are ClS(=O)(=O)C1=CC=C(C=C1)C=1N=C2N(C=CC=N2)C1 (2-(4-Chlorosulphonyl-phenyl)-imidazo[1,2-a]pyrimidine), solution, CNC (dimethylamine). Run in O (water), O (water). Conditions: temperature 50 celsius. Product: CN(S(=O)(=O)C1=CC=C(C=C1)C=1N=C2N(C=CC=N2)C1)C (2-(4-Dimethylaminosulphonyl-phenyl)-imidazo[1,2-a]-pyrimidine). Reaction SMILES: Cl[S:2]([C:5]1[CH:10]=[CH:9][C:8]([C:11]2[N:12]=[C:13]3[N:18]=[CH:17][CH:16]=[CH:15][N:14]3[CH:19]=2)=[CH:7][CH:6]=1)(=[O:4])=[O:3].[CH3:20][NH:21][CH3:22]>O>[CH3:20][N:21]([CH3:22])[S:2]([C:5]1[CH:10]=[CH:9][C:8]([C:11]2[N:12]=[C:13]3[N:18]=[CH:17][CH:16]=[CH:15][N:14]3[CH:19]=2)=[CH:7][CH:6]=1)(=[O:4])=[O:3]. Reported procedure: 2.9 g (0.01 mol) of 2-(4-Chlorosulphonyl-phenyl)-imidazo[1,2-a]pyrimidine are suspended in 60 ml of a 40% solution of dimethylamine in water. The mixture is heated to 50° C. for 30 minutes, diluted with 50 ml of water, extracted with ethyl acetate, then the ethyl acetate extract is dried and evaporated to dryness. The residue is recrystallised from dimethylformamide.